Dataset: the Open Reaction Database (ORD), a public repository of structured organic reaction records. Task: describe an organic reaction: reactants, conditions, products, and yield The reactants are ClC=1C(=NC=C(C(=O)O)C1)Cl (5,6-dichloronicotinic acid), COC(C)(OC)OC (1,1,1-trimethoxyethane). The solvent is CCOC(=O)C (EtOAc). Product: ClC=1C(=NC=C(C(=O)OC)C1)Cl (methyl 5,6-dichloronicotinate). Reaction SMILES: [Cl:1][C:2]1[C:3]([Cl:11])=[N:4][CH:5]=[C:6]([CH:10]=1)[C:7]([OH:9])=[O:8].[CH3:12]OC(OC)(OC)C>CCOC(C)=O>[Cl:1][C:2]1[C:3]([Cl:11])=[N:4][CH:5]=[C:6]([CH:10]=1)[C:7]([O:9][CH3:12])=[O:8]. Reported procedure: To 5,6-dichloronicotinic acid (2.2 g) was added 1,1,1-trimethoxyethane (4.3 mL), followed by irradiation with microwave at 120° C. for 15 minutes. The reaction mixture was dissolved in EtOAc and washed with water. The organic layer was dried over MgSO4 and the vehicle was evaporated under reduced pressure. The residue was purified by silica gel column chromatography (hexane:EtOAc=85:15 to 80:20) to obtain methyl 5,6-dichloronicotinate (2.2 g) as a white solid. Starting materials: CN(C)CC1=C(C(=CC(=C1)CN(C)C)CN(C)C)O (2,4,6-tris(dimethylaminomethyl)phenol), [OH-].[Na+] (NaOH), C(CCCCCCC)Br (octyl bromide). Reagents/catalysts: S(=O)(=O)(O)[O-].C(CCC)[N+](CCCC)(CCCC)CCCC (tetrabutylammonium hydrogen sulfate). The solvent is C1(=CC=CC=C1)C (toluene). Run at temperature 80 celsius, time 30 minute. Product: CN(C)CC1=C(C(=CC(=C1)CN(C)C)CN(C)C)CCCCCCCCOCCCCCCCCC1=C(C=C(C=C1CN(C)C)CN(C)C)CN(C)C (2,4,6-tris(dimethylaminomethyl)phenyloctyl ether). RXN SMILES: [CH3:1][N:2]([CH2:4][C:5]1[CH:10]=[C:9]([CH2:11][N:12]([CH3:14])[CH3:13])[CH:8]=[C:7]([CH2:15][N:16]([CH3:18])[CH3:17])[C:6]=1O)[CH3:3].[OH-:20].[Na+].[CH2:22](Br)[CH2:23][CH2:24][CH2:25][CH2:26][CH2:27][CH2:28][CH3:29]>S([O-])(O)(=O)=O.C([N+](CCCC)(CCCC)CCCC)CCC.C1(C)C=CC=CC=1>[CH3:1][N:2]([CH2:4][C:5]1[CH:10]=[C:9]([CH2:11][N:12]([CH3:14])[CH3:13])[CH:8]=[C:7]([CH2:15][N:16]([CH3:18])[CH3:17])[C:6]=1[CH2:29][CH2:28][CH2:27][CH2:26][CH2:25][CH2:24][CH2:23][CH2:22][O:20][CH2:22][CH2:23][CH2:24][CH2:25][CH2:26][CH2:27][CH2:28][CH2:29][C:8]1[C:7]([CH2:15][N:16]([CH3:18])[CH3:17])=[CH:6][C:5]([CH2:4][N:2]([CH3:1])[CH3:3])=[CH:10][C:9]=1[CH2:11][N:12]([CH3:14])[CH3:13])[CH3:3] |f:1.2,4.5|. Procedure: 106.16 g (0.4 mol) of 2,4,6-tris(dimethylaminomethyl)phenol and 13.58 g (0.04 mol) of tetrabutylammonium hydrogen sulfate are placed in 200 ml of toluene in a 750 ml sulfonating flask having an anchor mixer, thermometer, reflux condenser and dropping funnel and at RT 80 g (1.0 tool) of a 50% aqueous NaOH solution are added dropwise in the course of 30 minutes. The suspension is then stirred for 30 minutes at 80° C. and then at the same temperature 154.5 g (0.8 mol) of octyl bromide are added in ...